From a dataset of the Open Reaction Database (ORD), a public repository of structured organic reaction records. describe an organic reaction: reactants, conditions, products, and yield The reactants are FC1=CC=C(C=C1)C1=NNC(=N1)N (3-(4-fluorophenyl)-1H-1,2,4-triazol-5-amine), C(C)(=O)N1N=CC2=CC(=CC=C12)C(CC(=O)OCC)=O (ethyl 3-(1-acetyl-1H-indazol-5-yl)-3-oxopropanoate), CC=1C=CC(=CC1)S(=O)(=O)O (TsOH). Solvent: C1(=CC=CC=C1)OC1=CC=CC=C1 (diphenyl ether). Run at temperature 170 celsius, time 5 hour. Yields the product C(C)(=O)N1N=CC2=CC(=CC=C12)C=1NC=2N(C(C1)=O)N=C(N2)C2=CC=C(C=C2)F (5-(1-acetyl-1H-indazol-5-yl)-2-(4-fluorophenyl)-[1,2,4]triazolo[1,5-α]pyrimidin-7(4H)-one). Reaction SMILES: [F:1][C:2]1[CH:7]=[CH:6][C:5]([C:8]2[N:12]=[C:11]([NH2:13])[NH:10][N:9]=2)=[CH:4][CH:3]=1.[C:14]([N:17]1[C:25]2[C:20](=[CH:21][C:22]([C:26](=O)[CH2:27][C:28](OCC)=[O:29])=[CH:23][CH:24]=2)[CH:19]=[N:18]1)(=[O:16])[CH3:15].CC1C=CC(S(O)(=O)=O)=CC=1>C1(OC2C=CC=CC=2)C=CC=CC=1>[C:14]([N:17]1[C:25]2[C:20](=[CH:21][C:22]([C:26]3[NH:13][C:11]4[N:10]([N:9]=[C:8]([C:5]5[CH:4]=[CH:3][C:2]([F:1])=[CH:7][CH:6]=5)[N:12]=4)[C:28](=[O:29])[CH:27]=3)=[CH:23][CH:24]=2)[CH:19]=[N:18]1)(=[O:16])[CH3:15]. Procedure details: To a solution of 3-(4-fluorophenyl)-1H-1,2,4-triazol-5-amine (120 mg, 0.67 mmol) in diphenyl ether (2 ml) was added ethyl 3-(1-acetyl-1H-indazol-5-yl)-3-oxopropanoate (650 mg, 2.36 mmol) and TsOH (5.76 mg, 0.03 mmol), and the resulting mixture was stirred for 5 h at 170° C. The reaction was then quenched by the addition of ethyl ether (8 ml). The solids were collected by filtration to afford 5-(1-acetyl-1H-indazol-5-yl)-2-(4-fluorophenyl)-[1,2,4]triazolo[1,5-α]pyrimidin-7(4H)-one as a light yell...